This data is from the Open Reaction Database (ORD), a public repository of structured organic reaction records. The task is: describe an organic reaction: reactants, conditions, products, and yield Reactants: C1(=CC=C(C=C1)S(=O)(=O)Cl)C (4-Toluenesulfonyl chloride), OCCNCC(C)(O)C (1-[(2-hydroxyethyl)amino]-2-methyl-2-propanol), O (water). Solvent: N1=CC=CC=C1 (pyridine). Reaction conditions: time 15 hour. Product: CC1=CC=C(C=C1)S(=O)(=O)N(CCOS(=O)(=O)C1=CC=C(C=C1)C)CC(C)(O)C (1-{N-[(4-methylphenyl)sulfonyl]-N-[(4-methylphenyl)sulfonyloxyethyl]amino}-2-methyl-2-propanol). Reaction SMILES: [C:1]1([CH3:11])[CH:6]=[CH:5][C:4]([S:7](Cl)(=[O:9])=[O:8])=[CH:3][CH:2]=1.[OH:12][CH2:13][CH2:14][NH:15][CH2:16][C:17]([CH3:20])([OH:19])[CH3:18].[OH2:21]>N1C=CC=CC=1>[CH3:11][C:1]1[CH:6]=[CH:5][C:4]([S:7]([N:15]([CH2:16][C:17]([CH3:20])([OH:19])[CH3:18])[CH2:14][CH2:13][O:12][S:7]([C:4]2[CH:5]=[CH:6][C:1]([CH3:11])=[CH:2][CH:3]=2)(=[O:8])=[O:21])(=[O:9])=[O:8])=[CH:3][CH:2]=1. Reported procedure: 4-Toluenesulfonyl chloride (166.1 g) was added portionwise to a stirred solution of 1-[(2-hydroxyethyl)amino]-2-methyl-2-propanol (58.0 g) in pyridine (275 ml) at 0°-10° C. The resulting solution was stirred at room temperature for 15 h and then poured into water (1 l). The mixture was extracted with dichloromethane and the organic phase was washed with hydrochloric acid (2.5M) and brine. After drying over magnesium sulfate, the solvent was removed under reduced pressure to give 1-{N-[(4-methylp... Starting materials: BrC=1C=C(C(=O)NC2=CC=C(C=C2)OC(F)(F)Cl)C=CC1F (3-bromo-N-(4-(chlorodifluoromethoxy)phenyl)-4-fluorobenzamide), N1C[C@@H]([C@H](C1)O)O ((3S,4S)-pyrrolidine-3,4-diol). Product: BrC=1C=C(C(=O)NC2=CC=C(C=C2)OC(F)(F)Cl)C=CC1N1C[C@@H]([C@H](C1)O)O (3-Bromo-N-(4-(chlorodifluoromethoxy)phenyl)-4-((3S,4S)-3,4-dihydroxypyrrolidin-1-yl)benzamide). As a reaction SMILES: [Br:1][C:2]1[CH:3]=[C:4]([CH:19]=[CH:20][C:21]=1F)[C:5]([NH:7][C:8]1[CH:13]=[CH:12][C:11]([O:14][C:15]([Cl:18])([F:17])[F:16])=[CH:10][CH:9]=1)=[O:6].[NH:23]1[CH2:27][C@H:26]([OH:28])[C@@H:25]([OH:29])[CH2:24]1>>[Br:1][C:2]1[CH:3]=[C:4]([CH:19]=[CH:20][C:21]=1[N:23]1[CH2:27][C@H:26]([OH:28])[C@@H:25]([OH:29])[CH2:24]1)[C:5]([NH:7][C:8]1[CH:13]=[CH:12][C:11]([O:14][C:15]([Cl:18])([F:17])[F:16])=[CH:10][CH:9]=1)=[O:6]. Procedure details: The title compound was prepared in an analogous fashion to that described in Example 1 using 3-bromo-N-(4-(chlorodifluoromethoxy)phenyl)-4-fluorobenzamide (Stage 76.2) and (3S,4S)-pyrrolidine-3,4-diol. The crude product was purified by flash chromatography (Silica gel column, 12 g, n-hexane/EtOAc 10% to 100% EtOAc) to give the title product as a white solid. UPLC-MS (Condition 8) tR=1.02 min, m/z=477.1/478.9 [M+H]+. The reactants are C(C)(C)(C)OC(NCC1=C(C(=CC(=C1)Br)Cl)F)=O ((5-bromo-3-chloro-2-fluoro-benzyl)-carbamic acid tert-butyl ester), Pd(Ph3)4, COCCOC (DME), O (water), C(=O)([O-])[O-].[K+].[K+] (K2CO3). Reaction conditions: time 30 minute. Yields the product C(C)(C)(C)OC(NCC1=C(C(=CC(=C1)C=C)Cl)F)=O ((3-Chloro-2-fluoro-5-vinyl-benzyl)-carbamic acid tert-butyl ester). As a reaction SMILES: [C:1]([O:5][C:6](=[O:18])[NH:7][CH2:8][C:9]1[CH:14]=[C:13](Br)[CH:12]=[C:11]([Cl:16])[C:10]=1[F:17])([CH3:4])([CH3:3])[CH3:2].O.C([O-])([O-])=O.[K+].[K+].CO[CH2:28][CH2:29]OC>>[C:1]([O:5][C:6](=[O:18])[NH:7][CH2:8][C:9]1[CH:14]=[C:13]([CH:28]=[CH2:29])[CH:12]=[C:11]([Cl:16])[C:10]=1[F:17])([CH3:4])([CH3:3])[CH3:2] |f:2.3.4|. Procedure details: To a solution of (5-bromo-3-chloro-2-fluoro-benzyl)-carbamic acid tert-butyl ester (6 g, 17.7 mmol) in DME (100 mL) was added Pd(Ph3)4 (1.0 g, 0.9 mmol) under argon atmosphere and the mixture was stirred for 30 min at ambient temperature. After addition of vinyl boronic anhydride pyridine complex (4.3 g, 17.7 mmol), water (25 mL) and K2CO3 (2.45 g, 17.7 mmol) the reaction was heated under reflux for 7 h. The reaction mixture was concentrated in vacuo to half of the volume, quenched by addition o... Reactants: N(=NC(=O)OCC)C(=O)OCC (diethyl azodicarboxylate), C1(=CC=CC=C1)P(C1=CC=CC=C1)C1=CC=CC=C1 (Triphenylphosphine), OC1=CC=C2C(=NC=NC2=C1)SC (7-hydroxy-4-methylsulphanylquinazoline), O1CCN(CC1)CC#CCO (4-morpholinobut-2-yn-1-ol). Run in C(Cl)Cl (methylene chloride), C(Cl)Cl (methylene chloride). Conditions: time 3 hour. Yields the product CSC1=NC=NC2=CC(=CC=C12)OCC#CCN1CCOCC1 (4-methylsulphanyl-7-(4-morpholinobut-2-yn-1-yloxy)quinazoline). The yield is 63.1%. Reaction SMILES: C1(P(C2C=CC=CC=2)C2C=CC=CC=2)C=CC=CC=1.[OH:20][C:21]1[CH:30]=[C:29]2[C:24]([C:25]([S:31][CH3:32])=[N:26][CH:27]=[N:28]2)=[CH:23][CH:22]=1.[O:33]1[CH2:38][CH2:37][N:36]([CH2:39][C:40]#[C:41][CH2:42]O)[CH2:35][CH2:34]1.N(C(OCC)=O)=NC(OCC)=O>C(Cl)Cl>[CH3:32][S:31][C:25]1[C:24]2[C:29](=[CH:30][C:21]([O:20][CH2:42][C:41]#[C:40][CH2:39][N:36]3[CH2:37][CH2:38][O:33][CH2:34][CH2:35]3)=[CH:22][CH:23]=2)[N:28]=[CH:27][N:26]=1. Procedure details: Triphenylphosphine (4.09 g, 1.56 mmol) was added dropwise to a solution of 7-hydroxy-4-methylsulphanylquinazoline (1.2 g, 6.25 mmol), (prepared as described for the starting material in Example 8), in methylene chloride (30 ml), followed by 4-morpholinobut-2-yn-1-ol (1.26 g, 8.3 mmol), (J. Am. Chem. Soc. 1957, 79, 6184), in methylene chloride (5 ml) and diethyl azodicarboxylate (2.46 ml, 1.56 mmol) was added dropwise. After stirring for 3 hours at ambient temperature, the volatiles were removed ... Reactants: C(C(=O)Cl)(=O)Cl (oxalyl chloride), ClCCOCC(O)C1=CC2=C(SC=C2)C=C1F (2-(2-chloroethoxy)-1-(6-fluorobenzo[b]thiophen-5-yl)ethanol), Cl (hydrochloric acid), CS(=O)C (dimethyl sulfoxide). Solvent: C(Cl)Cl (methylene chloride), C(C)OCC (diethyl ether), C(Cl)Cl (methylene chloride), C(C)(=O)OCC (ethyl acetate), O (water), C(C)N(CC)CC (triethylamine), C(C)OCC (diethyl ether). Reaction conditions: time 30 minute. Product: ClCCOCC(=O)C1=CC2=C(SC=C2)C=C1F (2-(2-chloroethoxy)-1-(6-fluorobenzo[b]thiophen-5-yl)ethanone). As a reaction SMILES: C(Cl)(=O)C(Cl)=O.CS(C)=O.[Cl:11][CH2:12][CH2:13][O:14][CH2:15][CH:16]([C:18]1[C:26]([F:27])=[CH:25][C:21]2[S:22][CH:23]=[CH:24][C:20]=2[CH:19]=1)[OH:17].Cl>C(Cl)Cl.C(OCC)C.C(OCC)(=O)C.O.C(N(CC)CC)C>[Cl:11][CH2:12][CH2:13][O:14][CH2:15][C:16]([C:18]1[C:26]([F:27])=[CH:25][C:21]2[S:22][CH:23]=[CH:24][C:20]=2[CH:19]=1)=[O:17]. Procedure: To a solution of 8.73 ml of oxalyl chloride in 90 ml of methylene chloride is dropwise added 14.2 ml of dimethyl sulfoxide at -70° C. over 30 minutes. The solution is stirred at the same temperature for ten minutes, after which a solution of 11 g of 2-(2-chloroethoxy)-1-(6-fluorobenzo[b]thiophen-5-yl)ethanol in 90 ml of methylene chloride is dropwise added thereto at the same temperature over 30 minutes. The resulting mixture is stirred at the same temperature for 30 minutes, and then, 50.2 ml o... The reactants are [H-].[Al+3].[Li+].[H-].[H-].[H-] (lithium aluminum hydride), C(C)C1(OCCO1)C=1C=C(C=CC1)CCC=1C=C(C(C(=O)OC)=CC1)C(=O)OC (dimethyl 4-{2-[3-(2-ethyl[1,3]dioxolan-2-yl)phenyl]ethyl}phthalate), O (water), C([O-])([O-])=O.[Na+].[Na+] (sodium carbonate), O (water). Run in C(C)OCC (ethyl ether), C(C)OCC (ethyl ether). Reaction conditions: time 20 minute. Product: C(C)C1(OCCO1)C=1C=C(C=CC1)CCC1=CC(=C(C=C1)CO)CO ((4-{2-[3-(2-Ethyl[1,3]dioxolan-2-yl)phenyl]ethyl}-2-hydroxymethylphenyl)methanol). RXN SMILES: [H-].[Al+3].[Li+].[H-].[H-].[H-].[CH2:7]([C:9]1([C:14]2[CH:15]=[C:16]([CH2:20][CH2:21][C:22]3[CH:23]=[C:24]([C:32](OC)=[O:33])[C:25](=[CH:30][CH:31]=3)[C:26](OC)=[O:27])[CH:17]=[CH:18][CH:19]=2)[O:13][CH2:12][CH2:11][O:10]1)[CH3:8].O.C(=O)([O-])[O-].[Na+].[Na+]>C(OCC)C>[CH2:7]([C:9]1([C:14]2[CH:15]=[C:16]([CH2:20][CH2:21][C:22]3[CH:31]=[CH:30][C:25]([CH2:26][OH:27])=[C:24]([CH2:32][OH:33])[CH:23]=3)[CH:17]=[CH:18][CH:19]=2)[O:10][CH2:11][CH2:12][O:13]1)[CH3:8] |f:0.1.2.3.4.5,8.9.10|. Procedure details: 2.9 g (75 mmol) of lithium aluminum hydride are suspended in 20 ml of ethyl ether. A solution of 7.5 g (19 mmol) of dimethyl 4-{2-[3-(2-ethyl[1,3]dioxolan-2-yl)phenyl]ethyl}phthalate in 100 ml of ethyl ether is added drop by drop. After stirring at ambient temperature for 20 minutes, the reaction medium is treated by addition of 15 ml of water, 1.5 ml of 15% sodium carbonate and 4.5 ml of water, then filtered and concentrated under reduced pressure. A colorless oil is obtained (m=6.4 g; Y=99%). Reactants: CC1=CC=C(C=C1)S(=O)(=O)OCC1COC2=C(O1)C=C(C=C2)S(=O)(=O)C ([7-(methylsulfonyl)-2,3-dihydro-1,4-benzodioxin-2-yl]methyl 4-methylbenzenesulfonate), C(C)N (ethanamine). Run in C(C)#N (ACN). Conditions: temperature 120 celsius. The product is CS(=O)(=O)C=1C=CC2=C(OC(CO2)CNCC)C1 (N-{[7-(METHYLSULFONYL)-2,3-DIHYDRO-1,4-BENZODIOXIN-2-YL]METHYL}ETHANAMINE). As a reaction SMILES: CC1C=CC(S(O[CH2:12][CH:13]2[O:18][C:17]3[CH:19]=[C:20]([S:23]([CH3:26])(=[O:25])=[O:24])[CH:21]=[CH:22][C:16]=3[O:15][CH2:14]2)(=O)=O)=CC=1.[CH2:27]([NH2:29])[CH3:28]>C(#N)C>[CH3:26][S:23]([C:20]1[CH:21]=[CH:22][C:16]2[O:15][CH2:14][CH:13]([CH2:12][NH:29][CH2:27][CH3:28])[O:18][C:17]=2[CH:19]=1)(=[O:24])=[O:25]. Reported procedure: A mixture of [7-(methylsulfonyl)-2,3-dihydro-1,4-benzodioxin-2-yl]methyl 4-methylbenzenesulfonate (0.7 g, 1.8 mmol), ethanamine (1 ml, 70% in water) and ACN (3 ml) was heated under microwave radiation at 120° C. for 30 min. Purification on flash column chromatography and on SCX-3 column (TEA/MeOH). Yield: 0.4 g, 72%. The amine was converted to the hydrochloric acid salt and was crystallized from MeOH/Et2O. M.p. 261° C. MS m/z (rel. intensity, 70 eV) 271 (M+, 19), 226 (4), 207 (9), 79 (6), 58 (bp...